The task is: describe an organic reaction: reactants, conditions, products, and yield. This data is from the Open Reaction Database (ORD), a public repository of structured organic reaction records. Reactants: C(C1=CC=CC=C1)N(C=1C(=C(C=CC1)NS(=O)(=O)C)C)CC1=CC=C(C=C1)OC1=CC(=CC=C1)OCCCN1C(C2=CC=CC=C2C1=O)=O (N-{3-[benzyl(4-{3-[3-(1,3-dioxo-1,3-dihydro-2H-isoindol-2-yl)propoxy]phenoxy}benzyl)amino]-2-methylphenyl}methanesulfonamide), O.NN (hydrazine hydrate). Run in CCO (EtOH). The product is NCCCOC=1C=C(OC2=CC=C(CN(C=3C(=C(C=CC3)NS(=O)(=O)C)C)CC3=CC=CC=C3)C=C2)C=CC1 (N-{3-[{4-[3-(3-aminopropoxy)phenoxy]benzyl}(benzyl)amino]-2-methylphenyl}methanesulfonamide). Isolated yield 61.2%. Reaction SMILES: [CH2:1]([N:8]([CH2:21][C:22]1[CH:27]=[CH:26][C:25]([O:28][C:29]2[CH:34]=[CH:33][CH:32]=[C:31]([O:35][CH2:36][CH2:37][CH2:38][N:39]3C(=O)C4C(=CC=CC=4)C3=O)[CH:30]=2)=[CH:24][CH:23]=1)[C:9]1[C:10]([CH3:20])=[C:11]([NH:15][S:16]([CH3:19])(=[O:18])=[O:17])[CH:12]=[CH:13][CH:14]=1)[C:2]1[CH:7]=[CH:6][CH:5]=[CH:4][CH:3]=1.O.NN>CCO>[NH2:39][CH2:38][CH2:37][CH2:36][O:35][C:31]1[CH:30]=[C:29]([CH:34]=[CH:33][CH:32]=1)[O:28][C:25]1[CH:26]=[CH:27][C:22]([CH2:21][N:8]([CH2:1][C:2]2[CH:7]=[CH:6][CH:5]=[CH:4][CH:3]=2)[C:9]2[C:10]([CH3:20])=[C:11]([NH:15][S:16]([CH3:19])(=[O:18])=[O:17])[CH:12]=[CH:13][CH:14]=2)=[CH:23][CH:24]=1 |f:1.2|. Procedure: The product from Example 70B (0.323 g, 0.479 mmoles) in EtOH (5 mL) was treated with hydrazine hydrate (0.15 mL, 4.79 mmoles). The reaction was heated overnight at 60 C. Reaction mixture concentrated under reduced pressure, and residue dissolved in ethyl acetate. The mixture was washed with H2O (2×), brine, dried (Na2SO4), filtered, and the filtrate concentrated under reduced pressure. The residue was purified by flash chromatography (silica gel, 10% to 20% MeOH:CHCl3) to provide the title compo...